This data is from the Open Reaction Database (ORD), a public repository of structured organic reaction records. The task is: describe an organic reaction: reactants, conditions, products, and yield The reactants are CCOCC, O=C(OC(Cl)(Cl)Cl)OC(Cl)(Cl)Cl, CC(O)C(F)(F)F, c1ccncc1. Yields the product CC(OC(=O)Cl)C(F)(F)F. Reaction SMILES: [CH2:26]([O:27][CH2:28][CH3:29])[CH3:30].[Cl:8][C:9]([Cl:10])([O:11][C:12](=[O:13])[O:14][C:15]([Cl:16])([Cl:17])[Cl:18])[Cl:19].[F:1][C:2]([CH:3]([CH3:4])[OH:5])([F:6])[F:7].[cH:20]1[cH:21][cH:22][n:23][cH:24][cH:25]1>>[F:1][C:2]([CH:3]([CH3:4])[O:5][C:9]([Cl:8])=[O:11])([F:6])[F:7].